Task: describe an organic reaction: reactants, conditions, products, and yield. Dataset: the Open Reaction Database (ORD), a public repository of structured organic reaction records Reactants: CC(C)(C)Oc1cccc(C(F)F)n1, ClCCl. Product: O=c1cccc(C(F)F)[nH]1. As a reaction SMILES: [C:1]([CH3:2])([CH3:3])([CH3:4])[O:5][c:6]1[n:7][c:8]([CH:12]([F:13])[F:14])[cH:9][cH:10][cH:11]1.[Cl:15][CH2:16][Cl:17]>>[O:5]=[c:6]1[nH:7][c:8]([CH:12]([F:13])[F:14])[cH:9][cH:10][cH:11]1. The reactants are COC(=O)C1=CC=C(C=C1)OCCN1N=CC(=C1C(=O)OC)[N+](=O)[O-] (methyl 1-[2-({4-[(methyloxy)carbonyl]phenyl}oxy)ethyl]-4-nitro-1H-pyrazole-5-carboxylate), COC(=O)C1=CC=C(C=C1)OCCN1N=C(C(=C1)[N+](=O)[O-])C(=O)OC (methyl 1-[2-({4-[(methyloxy)carbonyl]phenyl}oxy)ethyl]-4-nitro-1H-pyrazole-3-carboxylate), C1CCOC1 (THF). The reagents and catalysts are [C].[Pd] (palladium carbon). Solvent: CO (methanol). Yields the product NC=1C=NN(C1C(=O)OC)CCOC1=CC=C(C=C1)C(=O)OC (methyl 4-amino-1-[2-({4-[(methyloxy)carbonyl]phenyl}oxy)ethyl]-1H-pyrazole-5-carboxylate). Reaction SMILES: [CH3:1][O:2][C:3]([C:5]1[CH:10]=[CH:9][C:8]([O:11][CH2:12][CH2:13][N:14]2[C:18]([C:19]([O:21][CH3:22])=[O:20])=[C:17]([N+:23]([O-])=O)[CH:16]=[N:15]2)=[CH:7][CH:6]=1)=[O:4].COC(C1C=CC(OCCN2C=C([N+]([O-])=O)C(C(OC)=O)=N2)=CC=1)=O.C1COCC1>[C].[Pd].CO>[NH2:23][C:17]1[CH:16]=[N:15][N:14]([CH2:13][CH2:12][O:11][C:8]2[CH:9]=[CH:10][C:5]([C:3]([O:2][CH3:1])=[O:4])=[CH:6][CH:7]=2)[C:18]=1[C:19]([O:21][CH3:22])=[O:20] |f:3.4|. Procedure details: To a solution of a mixture of methyl 1-[2-({4-[(methyloxy)carbonyl]phenyl}oxy)ethyl]-4-nitro-1H-pyrazole-5-carboxylate and methyl 1-[2-({4-[(methyloxy)carbonyl]phenyl}oxy)ethyl]-4-nitro-1H-pyrazole-3-carboxylate (7.42 g) in a mixed solvent of THF (200 mL)-methanol (100 mL) was added 10% palladium carbon (1.17 g), and the mixture was subjected to catalytic reduction under hydrogen atmosphere (1 atm) at room temperature overnight. The catalyst was filtered off, and the filtrate was concentrated. T... Starting materials: C1(=C(C=CC=C1)N)N (o-phenylenediamine), NC(C)C(=O)O (d,l-alanine), Cl (HCl). Run at temperature -15 celsius. Yields the product O.Cl.Cl.NC(C)C=1NC2=C(N1)C=CC=C2 (2-(1-Aminoethyl)benzimidazole dihydrochloride hydrate). RXN SMILES: [C:1]1([NH2:8])[CH:6]=[CH:5][CH:4]=[CH:3][C:2]=1[NH2:7].[NH2:9][CH:10]([C:12](O)=[O:13])[CH3:11].[ClH:15]>>[OH2:13].[ClH:15].[ClH:15].[NH2:9][CH:10]([C:12]1[NH:7][C:2]2[CH:3]=[CH:4][CH:5]=[CH:6][C:1]=2[N:8]=1)[CH3:11] |f:3.4.5.6|. Reported procedure: Combine o-phenylenediamine (10.8 g, 100 mmol) and d,l-alanine (13.4 g, 150 mmol) in 6 N HCl (100 mL) Heat at reflux 75 hours, allow to cool, and chill at −15° C. Filter to remove 2.4 g solid. Decolorize the filtrate with charcoal, concentrate in vacuo to 30 g, and dilute with 95% EtOH (90 mL). Chill at −15° C., filter and wash with cold 90% EtOH to obtain the title compound as a white powder.